This data is from the Open Reaction Database (ORD), a public repository of structured organic reaction records. The task is: describe an organic reaction: reactants, conditions, products, and yield Reactants: ClCl (chlorine), [Si](C)(C)(C(C)(C)C)OC(C)C1C(N(C1SC)C(C(=O)OCC1=CC=C(C=C1)[N+](=O)[O-])=C1SCC(S1)=O)=O (p-nitrobenzyl 2-[3-(1-t-butyldimethylsilyloxyethyl)-4-methylthio-2-azetidinon-1-yl]-2-(4-oxo-1,3-dithiolan-2-ylidene)acetate). Solvent: C(Cl)(Cl)(Cl)Cl (carbon tetrachloride), C(Cl)Cl (methylene chloride). Conditions: time 30 minute. Yields the product [Si](C)(C)(C(C)(C)C)OC(C)C1C(N(C1Cl)C(C(=O)OCC1=CC=C(C=C1)[N+](=O)[O-])=C1SCC(S1)=O)=O (p-Nitrobenzyl 2-[3-(1-t-butyldimethylsilyloxyethyl)-4-chloro-2-azetidinon-1-yl]-2-(4-oxo-1,3-dithiolan-2-ylidene)acetate). RXN SMILES: [Cl:1]Cl.[Si:3]([O:10][CH:11]([CH:13]1[CH:16](SC)[N:15]([C:19](=[C:33]2[S:37][C:36](=[O:38])[CH2:35][S:34]2)[C:20]([O:22][CH2:23][C:24]2[CH:29]=[CH:28][C:27]([N+:30]([O-:32])=[O:31])=[CH:26][CH:25]=2)=[O:21])[C:14]1=[O:39])[CH3:12])([C:6]([CH3:9])([CH3:8])[CH3:7])([CH3:5])[CH3:4]>C(Cl)(Cl)(Cl)Cl.C(Cl)Cl>[Si:3]([O:10][CH:11]([CH:13]1[CH:16]([Cl:1])[N:15]([C:19](=[C:33]2[S:37][C:36](=[O:38])[CH2:35][S:34]2)[C:20]([O:22][CH2:23][C:24]2[CH:29]=[CH:28][C:27]([N+:30]([O-:32])=[O:31])=[CH:26][CH:25]=2)=[O:21])[C:14]1=[O:39])[CH3:12])([C:6]([CH3:9])([CH3:8])[CH3:7])([CH3:5])[CH3:4]. Procedure: A solution of an equimolar amount of chlorine in carbon tetrachloride was added to a solution of p-nitrobenzyl 2-[3-(1-t-butyldimethylsilyloxyethyl)-4-methylthio-2-azetidinon-1-yl]-2-(4-oxo-1,3-dithiolan-2-ylidene)acetate (134 mg) in methylene chloride (3 ml), with ice cooling. The solution was stirred at that temperature for 30 minutes and then solvent was distilled off to afford the desired product quantitatively. Starting materials: O=C([O-])C=CC(=O)[O-], CC1OC2(CCN(C)CC2)CC1=O, CCO, CCOC(C)=O, Cl, NNC(N)=O. The product is O=C(O)C=CC(=O)O, CC1OC2(CCN(C)CC2)CC1=NNC(N)=O. RXN SMILES: [C:23]([CH:24]=[CH:25][C:26](=[O:27])[O-:28])(=[O:29])[O-:30].[CH3:1][CH:2]1[O:3][C:4]2([CH2:5][C:6]1=[O:7])[CH2:8][CH2:9][N:10]([CH3:13])[CH2:11][CH2:12]2.[CH3:20][CH2:21][OH:22].[CH3:31][CH2:32][O:33][C:34](=[O:35])[CH3:36].[ClH:14].[NH2:15][NH:16][C:17](=[O:18])[NH2:19]>>[C:23]([CH:24]=[CH:25][C:26](=[O:27])[OH:28])(=[O:29])[OH:30].[CH3:1][CH:2]1[O:3][C:4]2([CH2:5][C:6]1=[N:15][NH:16][C:17](=[O:18])[NH2:19])[CH2:8][CH2:9][N:10]([CH3:13])[CH2:11][CH2:12]2. Starting materials: CC(C(=O)[O-])C1CCN2C1=C(C=1C(=CC(=CC21)F)Br)SC2=CC=C(C=C2)Cl ((+/−)-methyl{8-bromo-9-[(4-chlorophenyl)thio]-6-fluoro-2,3-dihydro-1H-pyrrolo[1,2-a]indol-1-yl}acetate), C(CCC)[Sn](C=C)(CCCC)CCCC (tributyl(vinyl)stannane). Yields the product ClC1=CC=C(C=C1)SC1=C2N(C=3C=C(C=C(C13)C=C)F)CCC2CC(=O)O ((+/−)-{9-[(4-chlorophenyl)thio]-6-fluoro-8-vinyl-2,3-dihydro-1H-pyrrolo[1,2-a]indol-1-yl}acetic acid). Reaction SMILES: C[CH:2]([CH:6]1[C:10]2=[C:11]([S:20][C:21]3[CH:26]=[CH:25][C:24]([Cl:27])=[CH:23][CH:22]=3)[C:12]3[C:13](Br)=[CH:14][C:15]([F:18])=[CH:16][C:17]=3[N:9]2[CH2:8][CH2:7]1)[C:3]([O-:5])=[O:4].[CH2:28]([Sn](CCCC)(CCCC)C=C)[CH2:29]CC>>[Cl:27][C:24]1[CH:25]=[CH:26][C:21]([S:20][C:11]2[C:12]3[C:13]([CH:28]=[CH2:29])=[CH:14][C:15]([F:18])=[CH:16][C:17]=3[N:9]3[CH2:8][CH2:7][CH:6]([CH2:2][C:3]([OH:5])=[O:4])[C:10]=23)=[CH:22][CH:23]=1. Procedure details: Starting from (+/−)-methyl{8-bromo-9-[(4-chlorophenyl)thio]-6-fluoro-2,3-dihydro-1H-pyrrolo[1,2-a]indol-1-yl}acetate and tributyl(vinyl)stannane, the title compound was synthesized following the procedures described in Example 42 and Step 10 of Example 7. Starting materials: N#Cc1cc(C(=O)c2ccccc2)ccc1[N+](=O)[O-], O, O=S(=O)(O)O. Yields the product NC(=O)c1cc(C(=O)c2ccccc2)ccc1[N+](=O)[O-]. Reaction SMILES: [C:1]([c:2]1[cH:3][cH:4][cH:5][cH:6][cH:7]1)(=[O:8])[c:9]1[cH:10][cH:11][c:12]([N+:17](=[O:18])[O-:19])[c:13]([C:14]#[N:15])[cH:16]1.[OH2:25].[S:20]([OH:21])(=[O:22])(=[O:23])[OH:24]>>[C:1]([c:2]1[cH:3][cH:4][cH:5][cH:6][cH:7]1)(=[O:8])[c:9]1[cH:10][cH:11][c:12]([N+:17](=[O:18])[O-:19])[c:13]([C:14]([NH2:15])=[O:21])[cH:16]1. Reactants: BrC=1C=C(SC1C)C(=S)OC (methyl 4-bromo-5-methylthiothiophene-2-carboxylate), tris-(dibenzylidineacetone)dipalladium, C1(=CC=CC=C1)P(C1=C(C2=CC=CC=C2C=C1)C1=C(C=CC2=CC=CC=C12)P(C1=CC=CC=C1)C1=CC=CC=C1)C1=CC=CC=C1 (racemic-2,2′-bis(diphenylphosphino)-1,1′-binaphthyl), C([O-])([O-])=O.[Cs+].[Cs+] (cesium carbonate), NC=1C=CC=2N(C3=CC=CC=C3C2C1)CC (3-amino-9-ethylcarbazole). Run in C1(=CC=CC=C1)C (toluene). Product: C(C)N1C2=CC=CC=C2C=2C=C(C=CC12)NC=1C=C(SC1C)C(=S)OC (Methyl 4-[(9-ethylcarbazol-3-yl)amino]-5-methylthiothiophene-2-carboxylate). Yield: 46.8%. As a reaction SMILES: Br[C:2]1[CH:3]=[C:4]([C:8]([O:10][CH3:11])=[S:9])[S:5][C:6]=1[CH3:7].C1(P(C2C=CC=CC=2)C2C=CC3C(=CC=CC=3)C=2C2C3C(=CC=CC=3)C=CC=2P(C2C=CC=CC=2)C2C=CC=CC=2)C=CC=CC=1.C(=O)([O-])[O-].[Cs+].[Cs+].[NH2:64][C:65]1[CH:66]=[CH:67][C:68]2[N:69]([CH2:78][CH3:79])[C:70]3[C:75]([C:76]=2[CH:77]=1)=[CH:74][CH:73]=[CH:72][CH:71]=3>C1(C)C=CC=CC=1>[CH2:78]([N:69]1[C:68]2[CH:67]=[CH:66][C:65]([NH:64][C:2]3[CH:3]=[C:4]([C:8]([O:10][CH3:11])=[S:9])[S:5][C:6]=3[CH3:7])=[CH:77][C:76]=2[C:75]2[C:70]1=[CH:71][CH:72]=[CH:73][CH:74]=2)[CH3:79] |f:2.3.4|. Reported procedure: The same procedure as in Example 254, step (a) was followed using 120 mg (0.449 mmol) of methyl 4-bromo-5-methylthiothiophene-2-carboxylate (as prepared in Example 241, step (a), 41 mg (10 mol %) of tris-(dibenzylidineacetone)dipalladium, 42 mg (15 mol %) of racemic-2,2′-bis(diphenylphosphino)-1,1′-binaphthyl, 205 mg (0.629 mmol) of cesium carbonate and 118 mg (0.56 mmol) of 3-amino-9-ethylcarbazole in 900 μL of toluene, and chromatographed as before using 40% CH2Cl2-hexane to afford 80 mg (47%)...